This data is from the Open Reaction Database (ORD), a public repository of structured organic reaction records. The task is: describe an organic reaction: reactants, conditions, products, and yield Reactants: N1=CNC2=C1C=CC=C2 (benzimidazole), F[B-](F)(F)F.[H+] (tetrafluoroboric acid), [H+].[B-](F)(F)(F)F (HBF4), 0C. Run in ClCCl (dichloromethane), C(C)OCC (diethylether). Yields the product F[B-](F)(F)F.[NH+]1=CNC2=C1C=CC=C2 (Benzimidazolium Tetrafluoroborate). As a reaction SMILES: [N:1]1[C:5]2[CH:6]=[CH:7][CH:8]=[CH:9][C:4]=2[NH:3][CH:2]=1.[F:10][B-:11]([F:14])([F:13])[F:12].[H+]>ClCCl.C(OCC)C>[F:10][B-:11]([F:14])([F:13])[F:12].[NH+:1]1[C:5]2[CH:6]=[CH:7][CH:8]=[CH:9][C:4]=2[NH:3][CH:2]=1 |f:1.2,5.6|. Reported procedure: To a solution of benzimidazole (10 g, 84.6 mmol) in dichloromethane (30 mL) is added dropwise tetrafluoroboric acid as its etherate (85%, HBF4 by volume, Aldrich Chemicals Co.) with stirring at 0C. The reaction mixture is diluted with diethylether (100 mL) to precipitate the title compound. The title compound is filtered, washed with ether and recrystallized from ether.